Task: describe an organic reaction: reactants, conditions, products, and yield. Dataset: the Open Reaction Database (ORD), a public repository of structured organic reaction records The reactants are CCOC(=O)CBr, O=C([O-])[O-], CCOCC, [K+], [K+], CN(C)C=O, Oc1ccccc1Cl. The product is CCOC(=O)COc1ccccc1Cl. Reaction SMILES: [Br:15][CH2:16][C:17](=[O:18])[O:19][CH2:20][CH3:21].[C:9](=[O:10])([O-:11])[O-:12].[CH3:22][CH2:23][O:24][CH2:25][CH3:26].[K+:13].[K+:14].[O:27]=[CH:28][N:29]([CH3:30])[CH3:31].[OH:1][c:2]1[cH:3][cH:4][cH:5][cH:6][c:7]1[Cl:8]>>[O:1]([c:2]1[cH:3][cH:4][cH:5][cH:6][c:7]1[Cl:8])[CH2:16][C:17](=[O:18])[O:19][CH2:20][CH3:21]. Starting materials: [OH-].[Na+] (Sodium hydroxide), C1=CC(=CC=C1[N+](=O)[O-])O (p-nitrophenol), ClCCO (2-chloroethanol). Run in CN(C)C=O (DMF). Reaction conditions: temperature 100 celsius. The product is [N+](=O)([O-])C1=CC=C(OCCO)C=C1 (2-(4-nitrophenoxy)-1-ethanol). Yield: 92.0%. Reaction SMILES: [OH-].[Na+].[CH:3]1[C:8]([N+:9]([O-:11])=[O:10])=[CH:7][CH:6]=[C:5]([OH:12])[CH:4]=1.Cl[CH2:14][CH2:15][OH:16]>CN(C=O)C>[N+:9]([C:8]1[CH:7]=[CH:6][C:5]([O:12][CH2:14][CH2:15][OH:16])=[CH:4][CH:3]=1)([O-:11])=[O:10] |f:0.1|. Procedure details: Sodium hydroxide (6.22 g) is added to a solution of p-nitrophenol (21.45 g) in DMF (300 mL) and stirred until the reagents are fully dissolved. After a dropwise addition of 2-chloroethanol (10.66 ml), the reaction mixture is heated to 100° C. for 72 hours. After filtering and evaporating the solvent under reduced pressure, the resulting oil is recrystallized in a methanol/water mixture and filtered to afford 21.62 g (92%) of 2-(4-nitrophenoxy)-1-ethanol. A mixture of 2-(4-nitrophenoxy)-1-ethanol... The reactants are C(C)(=O)OCC (ethyl acetate), CCOCC (ether), Cl.NN=CC1=CC=C(C=C1)C1=NOC2(C1)CCN(CC2)C(CCC(=O)OCC)=O (ethyl 4-(3-(4-(aminoiminomethyl)phenyl)-1-oxa-2,8-diaza-spiro[4.5]dec-2-en-8-yl)-4-oxobutanoate hydrochloride). Solvent: C(C)O (ethanol), [OH-].[Na+] (sodium hydroxide). Product: NN=CC1=CC=C(C=C1)C1=NOC2(C1)CCN(CC2)C(CCC(=O)O)=O (4-(3-(4-(Aminoiminomethyl)phenyl)-1-oxa-2,8-diaza-spiro[4.5]dec-2-en-8-yl)-4-oxobutanoic Acid). RXN SMILES: Cl.[NH2:2][N:3]=[CH:4][C:5]1[CH:10]=[CH:9][C:8]([C:11]2[CH2:15][C:14]3([CH2:20][CH2:19][N:18]([C:21](=[O:29])[CH2:22][CH2:23][C:24]([O:26]CC)=[O:25])[CH2:17][CH2:16]3)[O:13][N:12]=2)=[CH:7][CH:6]=1.C(OCC)(=O)C.CCOCC>C(O)C.[OH-].[Na+]>[NH2:2][N:3]=[CH:4][C:5]1[CH:6]=[CH:7][C:8]([C:11]2[CH2:15][C:14]3([CH2:20][CH2:19][N:18]([C:21](=[O:29])[CH2:22][CH2:23][C:24]([OH:26])=[O:25])[CH2:17][CH2:16]3)[O:13][N:12]=2)=[CH:9][CH:10]=1 |f:0.1,5.6|. Reported procedure: 0.34 g (0.8 mmol) of the ethyl ester from Example 9 were hydrolized in a mixture of 5 ml ethanol and 1 ml 2 N aqueous sodium hydroxide solution according to the procedure from Example 6. A first crop (200 mg) of the title acid crystallized from water/ethanol 1:2. The mother liquid was concentrated, and a second crop (60 mg) was obtained by stirring with a mixture of ethyl acetate and ether. The crystals were filtered and dried in vacuo. The reactants are CC(C)(C)OC(=O)N1CCCC1(Cc1ccccc1)C(=O)O, C1CCOC1, CO, C[Si](C)(C)C=[N+]=[N-]. Product: COC(=O)C1(Cc2ccccc2)CCCN1C(=O)OC(C)(C)C. Reaction SMILES: [C:1]([CH3:2])([CH3:3])([CH3:4])[O:5][C:6](=[O:7])[N:8]1[C:9]([C:13](=[O:14])[OH:15])([CH2:16][c:17]2[cH:18][cH:19][cH:20][cH:21][cH:22]2)[CH2:10][CH2:11][CH2:12]1.[CH2:30]1[O:31][CH2:32][CH2:33][CH2:34]1.[CH3:35][OH:36].[Si:23]([CH3:24])([CH:25]=[N+:26]=[N-:27])([CH3:28])[CH3:29]>>[C:1]([CH3:2])([CH3:3])([CH3:4])[O:5][C:6](=[O:7])[N:8]1[C:9]([C:13]([O:14][CH3:24])=[O:15])([CH2:16][c:17]2[cH:18][cH:19][cH:20][cH:21][cH:22]2)[CH2:10][CH2:11][CH2:12]1.